From a dataset of the Open Reaction Database (ORD), a public repository of structured organic reaction records. describe an organic reaction: reactants, conditions, products, and yield Starting materials: CCO, CCOC(=O)c1ncn2c1CN(C)C(=O)c1c(Cl)cccc1-2, NN, O. Yields the product CN1Cc2c(C(=O)NN)ncn2-c2cccc(Cl)c2C1=O. Reaction SMILES: [CH3:26][CH2:27][OH:28].[Cl:1][c:2]1[cH:3][cH:4][cH:5][c:6]2[c:7]1[C:8](=[O:22])[N:9]([CH3:21])[CH2:10][c:11]1[n:12]-2[cH:13][n:14][c:15]1[C:16](=[O:17])[O:18][CH2:19][CH3:20].[NH2:24][NH2:25].[OH2:23]>>[Cl:1][c:2]1[cH:3][cH:4][cH:5][c:6]2[c:7]1[C:8](=[O:22])[N:9]([CH3:21])[CH2:10][c:11]1[n:12]-2[cH:13][n:14][c:15]1[C:16](=[O:17])[NH:24][NH2:25]. Starting materials: BrC=1C=NC=2N(C1)N=C(C2)C(=O)O (6-bromo-pyrazolo[1,5-a]pyrimidine-2-carboxylic acid), CC1NCCC2=CC=CC(=C12)C=1N=NNN1 (1-Methyl-8-(2H-tetrazol-5-yl)-1,2,3,4-tetrahydro-isoquinoline). The product is BrC=1C=NC=2N(C1)N=C(C2)C(=O)N2C(C1=C(C=CC=C1CC2)C=2N=NNN2)C ((6-Bromo-pyrazolo[1,5-a]pyrimidin-2-yl)-[1-methyl-8-(2H-tetrazol-5-yl)-3,4-dihydro-1H-isoquinolin-2-yl]-methanone). RXN SMILES: [Br:1][C:2]1[CH:3]=[N:4][C:5]2[N:6]([N:8]=[C:9]([C:11]([OH:13])=O)[CH:10]=2)[CH:7]=1.[CH3:14][CH:15]1[C:24]2[C:19](=[CH:20][CH:21]=[CH:22][C:23]=2[C:25]2[N:26]=[N:27][NH:28][N:29]=2)[CH2:18][CH2:17][NH:16]1>>[Br:1][C:2]1[CH:3]=[N:4][C:5]2[N:6]([N:8]=[C:9]([C:11]([N:16]3[CH2:17][CH2:18][C:19]4[C:24](=[C:23]([C:25]5[N:26]=[N:27][NH:28][N:29]=5)[CH:22]=[CH:21][CH:20]=4)[CH:15]3[CH3:14])=[O:13])[CH:10]=2)[CH:7]=1. Reported procedure: In close analogy to the procedure described in Example 1, 6-bromo-pyrazolo[1,5-a]pyrimidine-2-carboxylic acid is reacted with 1-Methyl-8-(2H-tetrazol-5-yl)-1,2,3,4-tetrahydro-isoquinoline to provide the title compound in moderate yield. Reactants: Intermediate 3c, ClC(COC(NC1=CC(=NN1C=1C=NN(C1)CCOC1OCCCC1)C(C)(C)C)=O)(Cl)Cl ({3-tert-Butyl-1′-[2-(tetrahydro-pyran-2-yloxy)-ethyl]-1′H-[1,4′]bipyrazolyl-5-yl}-carbamic acid 2,2,2-trichloro-ethyl ester), C(C)(C)(C)C=1C=C(N(N1)C1=CC=C(C=C1)CO)NC(=O)N[C@H]1CC[C@H](C2=CC=CC=C12)OC=1C=CC=2N(C1)C(=NN2)N2CCCCC2 (1-[5-tert-Butyl-2-(4-hydroxymethyl-phenyl)-2H-pyrazol-3-yl]-3-[(1S,4R)-4-(3-piperidin-1-yl-[1,2,4]triazolo[4,3-a]pyridin-6-yloxy)-1,2,3,4-tetrahydro-naphthalen-1-yl]-urea). The product is C(C)(C)(C)C1=NN(C(=C1)NC(=O)N[C@H]1CC[C@H](C2=CC=CC=C12)OC=1C=CC=2N(C1)C(=NN2)N2CCCCC2)C=2C=NN(C2)CCOC2OCCCC2 (1-{3-tert-Butyl-1′-[2-(tetrahydro-pyran-2-yloxy)-ethyl]-1′H-[1,4′]bipyrazolyl-5-yl}-3-[(1S,4R)-4-(3-piperidin-1-yl-[1,2,4]triazolo[4,3-a]pyridin-6-yloxy)-1,2,3,4-tetrahydro-naphthalen-1-yl]-urea). RXN SMILES: ClC(Cl)(Cl)CO[C:5](=[O:30])[NH:6][C:7]1[N:11]([C:12]2[CH:13]=[N:14][N:15]([CH2:17][CH2:18][O:19][CH:20]3[CH2:25][CH2:24][CH2:23][CH2:22][O:21]3)[CH:16]=2)[N:10]=[C:9]([C:26]([CH3:29])([CH3:28])[CH3:27])[CH:8]=1.C(C1C=C(NC([NH:53][C@@H:54]2[C:63]3[C:58](=[CH:59][CH:60]=[CH:61][CH:62]=3)[C@H:57]([O:64][C:65]3[CH:66]=[CH:67][C:68]4[N:69]([C:71]([N:74]5[CH2:79][CH2:78][CH2:77][CH2:76][CH2:75]5)=[N:72][N:73]=4)[CH:70]=3)[CH2:56][CH2:55]2)=O)N(C2C=CC(CO)=CC=2)N=1)(C)(C)C>>[C:26]([C:9]1[CH:8]=[C:7]([NH:6][C:5]([NH:53][C@@H:54]2[C:63]3[C:58](=[CH:59][CH:60]=[CH:61][CH:62]=3)[C@H:57]([O:64][C:65]3[CH:66]=[CH:67][C:68]4[N:69]([C:71]([N:74]5[CH2:75][CH2:76][CH2:77][CH2:78][CH2:79]5)=[N:72][N:73]=4)[CH:70]=3)[CH2:56][CH2:55]2)=[O:30])[N:11]([C:12]2[CH:13]=[N:14][N:15]([CH2:17][CH2:18][O:19][CH:20]3[CH2:25][CH2:24][CH2:23][CH2:22][O:21]3)[CH:16]=2)[N:10]=1)([CH3:27])([CH3:29])[CH3:28]. Procedure details: The title compound was prepared starting from Intermediate 3c and Intermediate 108b using analogous procedures to those described in Intermediate 106a. LCMS (Method 4): Rt 3.27 min, m/z 723.5 [MH+]. Starting materials: COc1ccc2c(c1)C=Cc1ccccc1C2CO, CN(C)c1ccncc1, ClCCl, Cc1ccc(S(=O)(=O)Cl)cc1, c1ccncc1. Product: COc1ccc2c(c1)C=Cc1ccccc1C2COS(=O)(=O)c1ccc(C)cc1. As a reaction SMILES: [CH3:1][O:2][c:3]1[cH:4][c:5]2[c:6]([cH:18][cH:19]1)[CH:7]([CH2:16][OH:17])[c:8]1[c:9]([cH:12][cH:13][cH:14][cH:15]1)[CH:10]=[CH:11]2.[CH3:40][N:41]([CH3:42])[c:43]1[cH:44][cH:45][n:46][cH:47][cH:48]1.[Cl:37][CH2:38][Cl:39].[c:20]1([CH3:30])[cH:21][cH:22][c:23]([S:26](=[O:27])(=[O:28])[Cl:29])[cH:24][cH:25]1.[cH:31]1[cH:32][cH:33][n:34][cH:35][cH:36]1>>[CH3:1][O:2][c:3]1[cH:4][c:5]2[c:6]([cH:18][cH:19]1)[CH:7]([CH2:16][O:17][S:26]([c:23]1[cH:22][cH:21][c:20]([CH3:30])[cH:25][cH:24]1)(=[O:27])=[O:28])[c:8]1[c:9]([cH:12][cH:13][cH:14][cH:15]1)[CH:10]=[CH:11]2.